From a dataset of the Open Reaction Database (ORD), a public repository of structured organic reaction records. describe an organic reaction: reactants, conditions, products, and yield Reactants: C(C)(=O)NC=1SC=C(N1)C1=CC=C(C=C1)CCNC(OC(C)(C)C)=O (tert-Butyl (2-{4-[2-(acetylamino)-1,3-thiazol-4-yl]phenyl}ethyl)carbamate), Cl (hydrogen chloride). Solvent: C(C)(=O)OCC (ethyl acetate), C(C)(=O)OCC (ethyl acetate). Yields the product Cl.NCCC1=CC=C(C=C1)C=1N=C(SC1)NC(C)=O (N-{4-[4-(2-aminoethyl)phenyl]-1,3-thiazol-2-yl}acetamide hydrochloride). The yield is 106.0%. Reaction SMILES: [C:1]([NH:4][C:5]1[S:6][CH:7]=[C:8]([C:10]2[CH:15]=[CH:14][C:13]([CH2:16][CH2:17][NH:18]C(=O)OC(C)(C)C)=[CH:12][CH:11]=2)[N:9]=1)(=[O:3])[CH3:2].[ClH:26]>C(OCC)(=O)C>[ClH:26].[NH2:18][CH2:17][CH2:16][C:13]1[CH:12]=[CH:11][C:10]([C:8]2[N:9]=[C:5]([NH:4][C:1](=[O:3])[CH3:2])[S:6][CH:7]=2)=[CH:15][CH:14]=1 |f:3.4|. Procedure details: tert-Butyl (2-{4-[2-(acetylamino)-1,3-thiazol-4-yl]phenyl}ethyl)carbamate (250 mg) was dissolved in ethyl acetate (4 mL) and 4 N hydrogen chloride in ethyl acetate (2 mL). The solvent was evaporated in vacuo. The solid was washed with ethyl acetate and ethyl ether to give N-{4-[4-(2-aminoethyl)phenyl]-1,3-thiazol-2-yl}acetamide hydrochloride (220 mg, 106%). Yields the product COC1=CC=C(C=C1)N1N=C(C2=C1C(N(CC2)CCCCC(=N)N(C)C)=O)C(F)(F)F (5-[1-(4-Methoxy-phenyl)-7-oxo-3-trifluoromethyl-1,4,5,7-tetrahydro-pyrazolo[3,4-c]pyridin-6-yl]-N,N-dimethyl-pentanamidine). Solvent: CO.C(Cl)(Cl)Cl (MeOH CHCl3). Reactants: COC1=CC=C(C=C1)N1N=C(C2=C1C(N(CC2)CCCCC#N)=O)C(F)(F)F (5-[1-(4-Methoxy-phenyl)-7-oxo-3-trifluoromethyl-1,4,5,7-tetrahydro-pyrazolo[3,4-c]pyridin-6-yl]-pentanenitrile), CNC (dimethylamine). Reaction SMILES: [CH3:1][O:2][C:3]1[CH:8]=[CH:7][C:6]([N:9]2[C:13]3[C:14](=[O:24])[N:15]([CH2:18][CH2:19][CH2:20][CH2:21][C:22]#[N:23])[CH2:16][CH2:17][C:12]=3[C:11]([C:25]([F:28])([F:27])[F:26])=[N:10]2)=[CH:5][CH:4]=1.[CH3:29][NH:30][CH3:31]>CO.C(Cl)(Cl)Cl>[CH3:1][O:2][C:3]1[CH:8]=[CH:7][C:6]([N:9]2[C:13]3[C:14](=[O:24])[N:15]([CH2:18][CH2:19][CH2:20][CH2:21][C:22]([N:30]([CH3:31])[CH3:29])=[NH:23])[CH2:16][CH2:17][C:12]=3[C:11]([C:25]([F:26])([F:27])[F:28])=[N:10]2)=[CH:5][CH:4]=1 |f:2.3|. Yield: 90.0%. Conditions: time 8 hour. Reported procedure: 5-[1-(4-Methoxy-phenyl)-7-oxo-3-trifluoromethyl-1,4,5,7-tetrahydro-pyrazolo[3,4-c]pyridin-6-yl]-pentanenitrile (0.050 g, 0.127 mmol) was dissolved in 1:1 MeOH/CHCl3 (15 mL). Hydrogen chloride gas was bubbled through the solution for 15 min. The reaction was tightly capped and sealed, stirred overnight at rt, and concentrated to dryness. The crude intermediate was dissolved in methanol (15 mL), and 2M dimethylamine (0.45 mL, 0.892 mmol) was added. The reaction was tightly capped and sealed and st... Starting materials: ClC=1C=C(C2=C(C=C(C(O2)C(F)(F)F)C(=O)OCC)C1)C=O (ethyl 6-chloro-8-formyl-2-(trifluoromethyl)-2H-1-benzopyran-3-carboxylate), [OH-].[Na+] (NaOH). The solvent is C1CCOC1.CCO.O (THF EtOH H2O). Conditions: time 40 hour. Yields the product ClC=1C=C(C2=C(C=C(C(O2)C(F)(F)F)C(=O)O)C1)C=O (6-chloro-8-formyl-2-(trifluoromethyl)-2H-1-benzopyran-3-carboxylic acid). Yield: 61.5%. Reaction SMILES: [Cl:1][C:2]1[CH:3]=[C:4]([CH:21]=[O:22])[C:5]2[O:10][CH:9]([C:11]([F:14])([F:13])[F:12])[C:8]([C:15]([O:17]CC)=[O:16])=[CH:7][C:6]=2[CH:20]=1.[OH-].[Na+]>C1COCC1.CCO.O>[Cl:1][C:2]1[CH:3]=[C:4]([CH:21]=[O:22])[C:5]2[O:10][CH:9]([C:11]([F:13])([F:14])[F:12])[C:8]([C:15]([OH:17])=[O:16])=[CH:7][C:6]=2[CH:20]=1 |f:1.2,3.4.5|. Procedure details: To a stirred solution of the ester (Step 3)(0.284 g, 0.849 mmol) in THF:EtOH:H2O (7:2:1, 5 mL) was added aqueous NaOH solution (0.41 mL of 2.5 M, 1.02 mmol). After stirring 40 hours, the reaction was partially concentrated in vacuo to remove the organic solvents, diluted with H2O, washed with diethyl ether, sparged with nitrogen to remove trace diethyl ether, and acidified with concentrated HCl yielding a suspension. Vacuum filtration of the suspension yielded the title compound as a pale yellow... Reactants: CCCOc1ccc(C(=O)Cl)cc1, O=c1cc(O)cc[nH]1, c1ccncc1. Product: CCCOc1ccc(C(=O)Oc2cc[nH]c(=O)c2)cc1. RXN SMILES: [CH2:1]([CH2:2][CH3:3])[O:4][c:5]1[cH:6][cH:7][c:8]([C:9](=[O:10])[Cl:11])[cH:12][cH:13]1.[OH:14][c:15]1[cH:16][c:17](=[O:21])[nH:18][cH:19][cH:20]1.[cH:22]1[cH:23][cH:24][n:25][cH:26][cH:27]1>>[CH2:1]([CH2:2][CH3:3])[O:4][c:5]1[cH:6][cH:7][c:8]([C:9](=[O:10])[O:14][c:15]2[cH:16][c:17](=[O:21])[nH:18][cH:19][cH:20]2)[cH:12][cH:13]1. Starting materials: O1C2C(OC3=C(C21C2=[N+](C=CC=C2)[O-])C=C(C=C3)C(C(F)(F)F)(F)F)(CF)CF (2-(3,4-epoxy-6-pentafluoroethyl-2,2-bisfluoromethyl-3,4-dihydro-2H-1-benzopyran-4-yl)pyridine N-oxide). The reagents and catalysts are [C].[Pd] (palladium carbon). Run in CO (methanol). Product: FC(C(F)(F)F)(C=1C=CC2=C(C(=CC(O2)(CF)CF)C2=[N+](C=CC=C2)[O-])C1)F (2-(6-pentafluoroethyl-2,2-bisfluoromethyl-2H-1-benzopyran-4-yl)pyridine N-oxide). Yield: 37.4%. Reaction SMILES: O1[C:7]2([C:8]3[CH:13]=[CH:12][CH:11]=[CH:10][N+:9]=3[O-:14])[CH:2]1[C:3]([CH2:28][F:29])([CH2:26][F:27])[O:4][C:5]1[CH:18]=[CH:17][C:16]([C:19]([F:25])([F:24])[C:20]([F:23])([F:22])[F:21])=[CH:15][C:6]=12>[C].[Pd].CO>[F:25][C:19]([F:24])([C:16]1[CH:17]=[CH:18][C:5]2[O:4][C:3]([CH2:28][F:29])([CH2:26][F:27])[CH:2]=[C:7]([C:8]3[CH:13]=[CH:12][CH:11]=[CH:10][N+:9]=3[O-:14])[C:6]=2[CH:15]=1)[C:20]([F:23])([F:22])[F:21] |f:1.2|. Reported procedure: A mixture of 0.50 g of 2-(3,4-epoxy-6-pentafluoroethyl-2,2-bisfluoromethyl-3,4-dihydro-2H-1-benzopyran-4-yl)pyridine N-oxide, 0.10 g of 10% palladium carbon and 15 ml of methanol was stirred at room temperature under hydrogen stream. The-reaction mixture was subjected to vacuum filtration to remove the catalyst and the mother liquor was distilled off. The resultant residue was dissolved in 10 ml of dioxane and 0.82 g of soda talc was added thereto. The mixture was refluxed with heating for 1 hou...